Dataset: the Open Reaction Database (ORD), a public repository of structured organic reaction records. Task: describe an organic reaction: reactants, conditions, products, and yield Starting materials: C(=O)CN1C(C(C2=CC=CC=C12)(NC(=O)NC1=CC=C(C=C1)C)CC(=O)NC1=CC=C(C=C1)C)=O ((RS)-1-(formylmethyl)-3-((4-methylphenyl)aminocarbonylmethyl)-3-(N'-(4-methylphenyl)ureido)indolin-2-one), C(CO)O (ethylene glycol), C1(=CC=C(C=C1)S(=O)(=O)O)C (p-toluenesulfonic acid). Yield: 68.0%. The product is CC1=CC=C(C=C1)NC(=O)CC1(C(N(C2=CC=CC=C12)CC1OCCO1)=O)NC(=O)NC1=CC=C(C=C1)C ((RS)-3-((4-Methylphenyl)aminocarbonylmethyl)-3-(N'-(4-methylphenyl)ureido)-1-((2,5-dioxacyclopentyl)methyl)indolin-2-one). Solvent: C1(=CC=CC=C1)C (toluene). Reported procedure: To a solution of 0.294 g of (RS)-1-(formylmethyl)-3-((4-methylphenyl)aminocarbonylmethyl)-3-(N'-(4-methylphenyl)ureido)indolin-2-one in 50 ml of toluene were added 0.5 ml of ethylene glycol and 10 mg of p-toluenesulfonic acid. The mixture was heated under reflux for 6 hours while azeotropically removing produced water together with toluene. The reaction mixture was washed with saturated aqueous sodium hydrogencarbonate. The organic layer was dried over anhydrous sodium sulfate and concentrated. ... RXN SMILES: [CH:1]([CH2:3][N:4]1[C:12]2[C:7](=[CH:8][CH:9]=[CH:10][CH:11]=2)[C:6]([CH2:24][C:25]([NH:27][C:28]2[CH:33]=[CH:32][C:31]([CH3:34])=[CH:30][CH:29]=2)=[O:26])([NH:13][C:14]([NH:16][C:17]2[CH:22]=[CH:21][C:20]([CH3:23])=[CH:19][CH:18]=2)=[O:15])[C:5]1=[O:35])=[O:2].[CH2:36](O)[CH2:37][OH:38].C1(C)C=CC(S(O)(=O)=O)=CC=1>C1(C)C=CC=CC=1>[CH3:34][C:31]1[CH:30]=[CH:29][C:28]([NH:27][C:25]([CH2:24][C:6]2([NH:13][C:14]([NH:16][C:17]3[CH:22]=[CH:21][C:20]([CH3:23])=[CH:19][CH:18]=3)=[O:15])[C:7]3[C:12](=[CH:11][CH:10]=[CH:9][CH:8]=3)[N:4]([CH2:3][CH:1]3[O:38][CH2:37][CH2:36][O:2]3)[C:5]2=[O:35])=[O:26])=[CH:33][CH:32]=1. The reactants are CS(=O)(=O)O (Methanesulfonic acid), COC1=CC=C(C=C1)C1=C(C(C(O1)(C)C)=O)C1=CC=C(C=C1)OCC1=NC=C(C=C1)C (5-(4-methoxyphenyl)-2,2-dimethyl-4-(4-((5-methylpyridin-2-yl)methoxy)phenyl)furan-3(2H)-one). Run in C(Cl)Cl (DCM), C(C)OCC (diethyl ether). Run at time 4 hour. Yields the product CS(=O)(=O)O.COC1=CC=C(C=C1)C1=C(C(C(O1)(C)C)=O)C1=CC=C(C=C1)OCC1=NC=C(C=C1)C (5-(4-Methoxyphenyl)-2,2-dimethyl-4-(4-((5-methylpyridin-2-yl)methoxy)phenyl)furan-3(2H)-one methanesulfonate). The yield is 81.4%. Reaction SMILES: [CH3:1][S:2]([OH:5])(=[O:4])=[O:3].[CH3:6][O:7][C:8]1[CH:13]=[CH:12][C:11]([C:14]2[O:18][C:17]([CH3:20])([CH3:19])[C:16](=[O:21])[C:15]=2[C:22]2[CH:27]=[CH:26][C:25]([O:28][CH2:29][C:30]3[CH:35]=[CH:34][C:33]([CH3:36])=[CH:32][N:31]=3)=[CH:24][CH:23]=2)=[CH:10][CH:9]=1>C(Cl)Cl.C(OCC)C>[CH3:1][S:2]([OH:5])(=[O:4])=[O:3].[CH3:6][O:7][C:8]1[CH:9]=[CH:10][C:11]([C:14]2[O:18][C:17]([CH3:20])([CH3:19])[C:16](=[O:21])[C:15]=2[C:22]2[CH:27]=[CH:26][C:25]([O:28][CH2:29][C:30]3[CH:35]=[CH:34][C:33]([CH3:36])=[CH:32][N:31]=3)=[CH:24][CH:23]=2)=[CH:12][CH:13]=1 |f:4.5|. Procedure: Methanesulfonic acid (462 mg, 4.8 mmol) was added to a solution of 5-(4-methoxyphenyl)-2,2-dimethyl-4-(4-((5-methylpyridin-2-yl)methoxy)phenyl)furan-3(2H)-one (2.0 g, 4.8 mmol) in DCM (5 ml) and diethyl ether (50 mL) at RT under an atmosphere of nitrogen. The reaction mixture was stirred at RT for 4 h upon which the solids were collected by filtration, washed with 20% DCM in diethyl ether and dried in vacuo to afford 5-(4-Methoxyphenyl)-2,2-dimethyl-4-(4-((5-methylpyridin-2-yl)methoxy)phenyl)fur... Starting materials: FC1=CC=C(C=C1)[N+](=O)[O-] (1-fluoro-4-nitrobenzene), C(#N)C1(CC1)C=1C=C(C(=O)NC2=C(C=CC(=C2)O)C)C=CC1 (3-(1-cyanocyclopropyl)-N-(5-hydroxy-2-methylphenyl)benzamide), C([O-])([O-])=O.[K+].[K+] (potassium carbonate). Solvent: CN(C=O)C (N,N-dimethylformamide). Run at temperature 80 celsius, time 6 hour. Product: C(#N)C1(CC1)C=1C=C(C(=O)NC2=C(C=CC(=C2)OC2=CC=C(C=C2)[N+](=O)[O-])C)C=CC1 (3-(1-cyanocyclopropyl)-N-[2-methyl-5-(4-nitrophenoxy)phenyl]benzamide). As a reaction SMILES: F[C:2]1[CH:7]=[CH:6][C:5]([N+:8]([O-:10])=[O:9])=[CH:4][CH:3]=1.[C:11]([C:13]1([C:16]2[CH:17]=[C:18]([CH:30]=[CH:31][CH:32]=2)[C:19]([NH:21][C:22]2[CH:27]=[C:26]([OH:28])[CH:25]=[CH:24][C:23]=2[CH3:29])=[O:20])[CH2:15][CH2:14]1)#[N:12].C(=O)([O-])[O-].[K+].[K+]>CN(C)C=O>[C:11]([C:13]1([C:16]2[CH:17]=[C:18]([CH:30]=[CH:31][CH:32]=2)[C:19]([NH:21][C:22]2[CH:27]=[C:26]([O:28][C:2]3[CH:7]=[CH:6][C:5]([N+:8]([O-:10])=[O:9])=[CH:4][CH:3]=3)[CH:25]=[CH:24][C:23]=2[CH3:29])=[O:20])[CH2:15][CH2:14]1)#[N:12] |f:2.3.4|. Procedure details: To a solution of 1-fluoro-4-nitrobenzene (3.19 g, 22.5 mmol) and 3-(1-cyanocyclopropyl)-N-(5-hydroxy-2-methylphenyl)benzamide (6.00 g, 20.5 mmol) in N,N-dimethylformamide (50 mL) was added potassium carbonate (4.25 g, 30.8 mmol) and the mixture was stirred at 80° C. for 6 hr. The reaction mixture was cooled to room temperature, and concentrated under reduced pressure. The obtained residue was diluted with ethyl acetate (300 mL), washed with water (200 mL) and saturated brine (200 mL), successive... The reactants are BrC\C=C\CBr ((E)-1,4-dibromo-2-butene), BrC/C=C/COC1=CC=C(C=C1)C1(CC1)C1=CC=C(C=C1)Br ((E)-1-(4-(4-bromo-but-2-enyloxy)-phenyl]-1-(4-bromo-phenyl)-cyclopropane), C(C=C)NC (N-allyl-methyl-amine), BrC1=CC=C(C=C1)C1(CC1)C1=CC=C(C=C1)O (4-(1-(4-bromo-phenyl)-cyclopropyl)-phenol). The product is C(C=C)N(C)C\C=C\COC1=CC=C(C=C1)C1(CC1)C1=CC=C(C=C1)Br ((E)-allyl-[4-[4-[1-(4-bromo-phenyl)-cyclopropyl]-phenoxy]-but-2-enyl]-methyl-amine). RXN SMILES: BrC1C=CC(C2(C3C=CC(O)=CC=3)CC2)=CC=1.BrC/C=C/CBr.Br[CH2:25]/[CH:26]=[CH:27]/[CH2:28][O:29][C:30]1[CH:35]=[CH:34][C:33]([C:36]2([C:39]3[CH:44]=[CH:43][C:42]([Br:45])=[CH:41][CH:40]=3)[CH2:38][CH2:37]2)=[CH:32][CH:31]=1.[CH2:46]([NH:49][CH3:50])[CH:47]=[CH2:48]>>[CH2:46]([N:49]([CH2:25]/[CH:26]=[CH:27]/[CH2:28][O:29][C:30]1[CH:31]=[CH:32][C:33]([C:36]2([C:39]3[CH:40]=[CH:41][C:42]([Br:45])=[CH:43][CH:44]=3)[CH2:38][CH2:37]2)=[CH:34][CH:35]=1)[CH3:50])[CH:47]=[CH2:48]. Reported procedure: from 4-(1-(4-bromo-phenyl)-cyclopropyl)-phenol (Ex. Eg) and (E)-1,4-dibromo-2-butene via (E)-1-(4-(4-bromo-but-2-enyloxy)-phenyl]-1-(4-bromo-phenyl)-cyclopropane and reaction with N-allyl-methyl-amine there is obtained (E)-allyl-[4-[4-[1-(4-bromo-phenyl)-cyclopropyl]-phenoxy]-but-2-enyl]-methyl-amine which is converted into the fumarate, MS: m/e 412 (M+H+, 1Br). Reaction SMILES: [N:1]([CH2:4][CH2:5][CH2:6][N:7]1[CH:15]=[N:14][C:13]2[C:8]1=[N:9][CH:10]=[N:11][C:12]=2[NH2:16])=[N+]=[N-].[H][H]>[Pd].CO>[NH2:1][CH2:4][CH2:5][CH2:6][N:7]1[CH:15]=[N:14][C:13]2[C:8]1=[N:9][CH:10]=[N:11][C:12]=2[NH2:16]. The product is NCCCN1C2=NC=NC(=C2N=C1)N (9-(3-aminopropyl)adenine). Solvent: CO (methanol). Procedure details: A mixture of 9-(3-azidopropyl)adenine and 5% palladium on carbon in methanol was reacted with hydrogen gas at room temperature for 22 hours. The catalyst was removed by filtration, the solvent was removed to give 9-(3-aminopropyl)adenine as a white solid. The reference for the synthetic procedure is Zhang et al., “Syntheses and coordination chemistry of aminomethylphosphine derivatives of adenine,” Euro. J. Inorg. Chem. 13:2426-37, 2003, which is incorporated by reference herein in its entirety. The reagents and catalysts are [Pd] (palladium on carbon). Reactants: N(=[N+]=[N-])CCCN1C2=NC=NC(=C2N=C1)N (9-(3-azidopropyl)adenine), [H][H] (hydrogen). The reactants are CO, CSc1ccc(C2(CC3CCCCC3)c3ccccc3-c3nccn32)cc1, O. Yields the product CS(=O)(=O)c1ccc(C2(CC3CCCCC3)c3ccccc3-c3nccn32)cc1. RXN SMILES: [CH3:29][OH:30].[CH:1]1([CH2:7][C:8]2([c:20]3[cH:21][cH:22][c:23]([S:26][CH3:27])[cH:24][cH:25]3)[n:9]3[c:10]([n:17][cH:18][cH:19]3)-[c:11]3[cH:12][cH:13][cH:14][cH:15][c:16]32)[CH2:2][CH2:3][CH2:4][CH2:5][CH2:6]1.[OH2:28]>>[CH:1]1([CH2:7][C:8]2([c:20]3[cH:21][cH:22][c:23]([S:26]([CH3:27])(=[O:28])=[O:30])[cH:24][cH:25]3)[n:9]3[c:10]([n:17][cH:18][cH:19]3)-[c:11]3[cH:12][cH:13][cH:14][cH:15][c:16]32)[CH2:2][CH2:3][CH2:4][CH2:5][CH2:6]1. The reactants are C(C)OC(C(CC(C)(C)C1=CC=CC=2OCOC21)=O)=O (4-(benzo[1,3]dioxol-4-yl)-4-methyl-2-oxo-pentanoic acid ethyl ester), [OH-].[Na+] (sodium hydroxide). Run in CO (methanol). The product is O1COC2=C1C=CC=C2C(CC(C(=O)O)=O)(C)C (4-(benzo[1,3]dioxol-4-yl)-4-methyl-2-oxo-pentanoic acid). Reaction SMILES: C([O:3][C:4](=[O:20])[C:5](=[O:19])[CH2:6][C:7]([C:10]1[C:18]2[O:17][CH2:16][O:15][C:14]=2[CH:13]=[CH:12][CH:11]=1)([CH3:9])[CH3:8])C.[OH-].[Na+]>CO>[O:15]1[C:14]2[CH:13]=[CH:12][CH:11]=[C:10]([C:7]([CH3:9])([CH3:8])[CH2:6][C:5](=[O:19])[C:4]([OH:20])=[O:3])[C:18]=2[O:17][CH2:16]1 |f:1.2|. Reported procedure: 14.4 g of the thus obtained 4-(benzo[1,3]dioxol-4-yl)-4-methyl-2-oxo-pentanoic acid ethyl ester is stirred with 150 ml of 1 M sodium hydroxide and 300 ml of methanol for 10 hours at room temperature. The methanol is then removed in a vacuum, and the remaining solution is extracted with diethyl ether. The aqueous phase is acidified with 1 M hydrochloric acid and extracted with diethyl ether. After drying and concentration by evaporation, 11.1 g of 4-(benzo[1,3]dioxol-4-yl)-4-methyl-2-oxo-pentanoi...